From a dataset of the Open Reaction Database (ORD), a public repository of structured organic reaction records. describe an organic reaction: reactants, conditions, products, and yield Reaction SMILES: [CH3:19][C:20]([OH:21])=[O:22].[F:1][CH:2]([CH:3]([CH2:4][CH:5]=[CH2:6])[NH:7][C:8](=[O:9])[O:10][CH3:11])[F:12].[K+:18].[Mn:13]([O-:14])(=[O:15])(=[O:16])=[O:17].[OH2:23]>>[F:1][CH:2]([CH:3]([CH2:4][CH2:19][C:20]([OH:21])=[O:22])[NH:7][C:8](=[O:9])[O:10][CH3:11])[F:12]. Product: COC(=O)NC(CCC(=O)O)C(F)F. The reactants are CC(=O)O, C=CCC(NC(=O)OC)C(F)F, [K+], O=[Mn](=O)(=O)[O-], O. Reactants: C(C)(C)(C)OC(CN1C(=NC2=C1C=CC=C2)SCCOC2=CC=C(C=C2)Cl)=O (tert-butyl{2-[2-(4-chloro-phenoxy)-ethylsulfanyl]-benzoimidazol-1-yl}-acetate). The solvent is C(=O)(C(F)(F)F)O.ClCCl (TFA dichloromethane). Product: ClC1=CC=C(OCCSC2=NC3=C(N2CC(=O)O)C=CC=C3)C=C1 ({2-[2-(4-Chloro-phenoxy)-ethylsulfanyl]-benzoimidazol-1-yl}-acetic acid). Isolated yield 9.4%. As a reaction SMILES: C([O:5][C:6](=[O:28])[CH2:7][N:8]1[C:12]2[CH:13]=[CH:14][CH:15]=[CH:16][C:11]=2[N:10]=[C:9]1[S:17][CH2:18][CH2:19][O:20][C:21]1[CH:26]=[CH:25][C:24]([Cl:27])=[CH:23][CH:22]=1)(C)(C)C>C(O)(C(F)(F)F)=O.ClCCl>[Cl:27][C:24]1[CH:25]=[CH:26][C:21]([O:20][CH2:19][CH2:18][S:17][C:9]2[N:8]([CH2:7][C:6]([OH:28])=[O:5])[C:12]3[CH:13]=[CH:14][CH:15]=[CH:16][C:11]=3[N:10]=2)=[CH:22][CH:23]=1 |f:1.2|. Procedure details: A solution tert-butyl{2-[2-(4-chloro-phenoxy)-ethylsulfanyl]-benzoimidazol-1-yl}-acetate (Precursor D-01b, 33 mg, 0.79 mmol) is stirred in TFA/dichloromethane (1:1, 0.8 ml) at rt for 3 h. The volatiles are removed in vacuo and the residue is purified by flash-chromatography on silica gel (AcOEt/heptane, 1:1; then pure AcOEt), yielding the title compound (27 mg) in 95% as a white solid: tR=5.73 min (LC-1), MS (pos.): m/z 362.8 [M+H]+, MS (neg.): m/z 360.8 [M−H]+; 1H-NMR (CDCl3): δ (ppm) 3.88 (m, ... Starting materials: BrC=1C=C(CO)C=CC1O (3-Bromo-4-hydroxybenzyl alcohol), C[O-].[Na+] (sodium methoxide), Chloromethyl, formula 4. Solvent: CN(C=O)C (N,N-dimethylformamide). Conditions: time 30 minute. Yields the product BrC=1C=C(CO)C=CC1OC (3-bromo4-methoxybenzyl alcohol). Reaction SMILES: [Br:1][C:2]1[CH:3]=[C:4]([CH:7]=[CH:8][C:9]=1[OH:10])[CH2:5][OH:6].[CH3:11][O-].[Na+]>CN(C)C=O>[Br:1][C:2]1[CH:3]=[C:4]([CH:7]=[CH:8][C:9]=1[O:10][CH3:11])[CH2:5][OH:6] |f:1.2|. Reported procedure: 3-Bromo-4-hydroxybenzyl alcohol (1.22 g, 6.0 mmol) prepared from i) and sodium methoxide (0.36 g, 6.6 mmol) as base were added to N,N-dimethylformamide (100 ml), and the mixture was stirred for 30 min at room temperature. Chloromethyl resin (Merrifield resin, 1 mmol of chloromethyl site, formula 4; 1.22 g, 2.0 mmol) was added to the reaction solution and stirred for 24 hr at 50° C. The same was filtrated and washed repeatedly with water, methanol and dichloromethane. IR and XPS analyses were per... The reactants are OS(=O)(=O)O (H2SO4), CC(CCC1(C(C(=C(C2=CC=CC=C12)O)C1=NS(C2=C(N1)C=CC(=C2)NC(OC(C)(C)C)=O)(=O)=O)=O)O)(C)C (tert-butyl 3-[4-(3,3-dimethylbutyl)-1,4-dihydroxy-3-oxo-3,4-dihydronaphthalen-2-yl]-1,1-dioxido-4H-1,2,4-benzothiadiazin-7-ylcarbamate), C(C)#N (acetonitrile), ice. Reaction conditions: time 2 hour. The product is NC1=CC2=C(NC(=NS2(=O)=O)C=2C(C(C3=CC=CC=C3C2O)(CCC(C)(C)C)NC(C)=O)=O)C=C1 (N-[3-(7-amino-1,1-dioxido-4H-1,2,4-benzothiadiazin-3-yl)-1-(3,3-dimethylbutyl)-4-hydroxy-2-oxo-1,2-dihydronaphthalen-1-yl]acetamide). Isolated yield 92.0%. Reaction SMILES: [CH3:1][C:2]([CH3:39])([CH3:38])[CH2:3][CH2:4][C:5]1(O)[C:14]2[C:9](=[CH:10][CH:11]=[CH:12][CH:13]=2)[C:8]([OH:15])=[C:7]([C:16]2[NH:21][C:20]3[CH:22]=[CH:23][C:24]([NH:26]C(=O)OC(C)(C)C)=[CH:25][C:19]=3[S:18](=[O:35])(=[O:34])[N:17]=2)[C:6]1=[O:36].[OH:40]S(O)(=O)=O.[C:45](#[N:47])[CH3:46]>>[NH2:26][C:24]1[CH:23]=[CH:22][C:20]2[NH:21][C:16]([C:7]3[C:6](=[O:36])[C:5]([NH:47][C:45](=[O:40])[CH3:46])([CH2:4][CH2:3][C:2]([CH3:38])([CH3:39])[CH3:1])[C:14]4[C:9]([C:8]=3[OH:15])=[CH:10][CH:11]=[CH:12][CH:13]=4)=[N:17][S:18](=[O:35])(=[O:34])[C:19]=2[CH:25]=1. Reported procedure: To a suspension of the product of Example 74C (1.0 g, 1.8 mmol) in acetonitrile (16 mL) at 0° C. was added conc. H2SO4 (8 mL). The reaction mixture was warmed to room temperature and stirred for 2 h. The solution was poured unto ice (100 g) and extracted with 3:1 dichloromethane:isopropanol (3×50 mL). The organic extracts were combined, dried (Na2SO4), and concentrated in vacuo. The resulting residue was dried under high vacuum to give the title compound as a yellow solid (0.98g, 92%). 1H NMR (3... Starting materials: NC(CO)C1=C(C=C(C=C1)CCCCCCCCC)F (2-amino-2-(2-fluoro-4-n-nonylphenyl)ethanol), FC1=C(C(=O)O)C(=CC=C1)F (2,6-difluorobenzoic acid), S(O)(O)(=O)=O (sulfuric acid). Solvent: C1(=CC=CC=C1)C (toluene). The product is FC1=C(C(=CC=C1)F)C=1OCC(N1)C1=C(C=C(C=C1)CCCCCCCCC)F (2-(2,6-difluorophenyl)-4-(2-fluoro-4-n-nonylphenyl)-2-oxazoline). RXN SMILES: [NH2:1][CH:2]([C:5]1[CH:10]=[CH:9][C:8]([CH2:11][CH2:12][CH2:13][CH2:14][CH2:15][CH2:16][CH2:17][CH2:18][CH3:19])=[CH:7][C:6]=1[F:20])[CH2:3][OH:4].[F:21][C:22]1[CH:30]=[CH:29][CH:28]=[C:27]([F:31])[C:23]=1[C:24](O)=O.S(=O)(=O)(O)O>C1(C)C=CC=CC=1>[F:21][C:22]1[CH:30]=[CH:29][CH:28]=[C:27]([F:31])[C:23]=1[C:24]1[O:4][CH2:3][CH:2]([C:5]2[CH:10]=[CH:9][C:8]([CH2:11][CH2:12][CH2:13][CH2:14][CH2:15][CH2:16][CH2:17][CH2:18][CH3:19])=[CH:7][C:6]=2[F:20])[N:1]=1. Reported procedure: To a mixture of 2.81 g (10 millimoles) of 2-amino-2-(2-fluoro-4-n-nonylphenyl)ethanol, 1.77 g (10 millimoles) of 2,6-difluorobenzoic acid and 20 ml of toluene, 3 g (30 millimoles) of concentrated sulfuric acid was added and refluxed for 7 hours with stirring. After cooling again to room temperature, the reaction mixture was washed successively with 30 ml of a 10% aqueous sodium hydroxide solution and then 30 ml of a saturated sodium chloride solution, desiccated over anhydrous sodium sulfate and... The reactants are CC(C)N1c2ccccc2NS1(=O)=O, OC(CCCl)c1cc(F)cc(Cl)c1, CC(C)OC(=O)N=NC(=O)OC(C)C, C1CCOC1, c1ccc(P(c2ccccc2)c2ccccc2)cc1. Product: CC(C)N1c2ccccc2N(C(CCCl)c2cc(F)cc(Cl)c2)S1(=O)=O. As a reaction SMILES: [CH:1]([CH3:2])([CH3:3])[N:4]1[S:5](=[O:13])(=[O:14])[NH:6][c:7]2[c:8]1[cH:9][cH:10][cH:11][cH:12]2.[Cl:15][CH2:16][CH2:17][CH:18]([OH:19])[c:20]1[cH:21][c:22]([Cl:27])[cH:23][c:24]([F:26])[cH:25]1.[O:47]=[C:48]([O:49][CH:50]([CH3:51])[CH3:52])[N:53]=[N:54][C:55]([O:56][CH:57]([CH3:58])[CH3:59])=[O:60].[O:61]1[CH2:62][CH2:63][CH2:64][CH2:65]1.[c:28]1([P:29]([c:30]2[cH:31][cH:32][cH:33][cH:34][cH:35]2)[c:36]2[cH:37][cH:38][cH:39][cH:40][cH:41]2)[cH:42][cH:43][cH:44][cH:45][cH:46]1>>[CH:1]([CH3:2])([CH3:3])[N:4]1[S:5](=[O:13])(=[O:14])[N:6]([CH:18]([CH2:17][CH2:16][Cl:15])[c:20]2[cH:21][c:22]([Cl:27])[cH:23][c:24]([F:26])[cH:25]2)[c:7]2[c:8]1[cH:9][cH:10][cH:11][cH:12]2.